Dataset: the Open Reaction Database (ORD), a public repository of structured organic reaction records. Task: describe an organic reaction: reactants, conditions, products, and yield Reactants: C(C)(C)(C)C1=CC(=NO1)NC(NC=1C=C(OC2=NC=NC3=CC(=C(C=C23)OC)O[C@@H]2CN(CC2)C(=O)OC(C)(C)C)C=CC1)=O ((S)-tert-butyl 3-(4-{3-[3-(5-tert-butylisoxazol-3-yl)ureido]phenoxy}-6-methoxyquinazolin-7-yloxy)pyrrolidine-1-carboxylate), solution, Cl (HCl). Run in C(Cl)Cl (CH2Cl2), O1CCOCC1 (1,4-dioxane). Reaction conditions: time 4 hour. Product: C(C)(C)(C)C1=CC(=NO1)NC(=O)NC1=CC(=CC=C1)OC1=NC=NC2=CC(=C(C=C12)OC)O[C@@H]1CNCC1 ((S)-1-(5-tert-butylisoxazol-3-yl)-3-{3-[6-methoxy-7-(pyrrolidin-3-yloxy)quinazolin-4-yloxy]phenyl}urea). Isolated yield 77.9%. As a reaction SMILES: [C:1]([C:5]1[O:9][N:8]=[C:7]([NH:10][C:11](=[O:45])[NH:12][C:13]2[CH:14]=[C:15]([CH:42]=[CH:43][CH:44]=2)[O:16][C:17]2[C:26]3[C:21](=[CH:22][C:23]([O:29][C@H:30]4[CH2:34][CH2:33][N:32](C(OC(C)(C)C)=O)[CH2:31]4)=[C:24]([O:27][CH3:28])[CH:25]=3)[N:20]=[CH:19][N:18]=2)[CH:6]=1)([CH3:4])([CH3:3])[CH3:2].Cl>C(Cl)Cl.O1CCOCC1>[C:1]([C:5]1[O:9][N:8]=[C:7]([NH:10][C:11]([NH:12][C:13]2[CH:44]=[CH:43][CH:42]=[C:15]([O:16][C:17]3[C:26]4[C:21](=[CH:22][C:23]([O:29][C@H:30]5[CH2:34][CH2:33][NH:32][CH2:31]5)=[C:24]([O:27][CH3:28])[CH:25]=4)[N:20]=[CH:19][N:18]=3)[CH:14]=2)=[O:45])[CH:6]=1)([CH3:4])([CH3:2])[CH3:3]. Procedure details: To a solution of (S)-tert-butyl 3-(4-{3-[3-(5-tert-butylisoxazol-3-yl)ureido]phenoxy}-6-methoxyquinazolin-7-yloxy)pyrrolidine-1-carboxylate (0.609 g, 0.98 mmol) in CH2Cl2 (10 mL) was dropped 4.0 M solution of HCl in 1,4-dioxane (2 mL) and it was stirred at room temperature for 4 hours. After solvents were concentrated under reduced pressure, it was dissolved in CH2Cl2 with a few milliliters of MeOH and washed with saturated NaHCO3 solution. The organic layer was dried over MgSO4 and concentrated... Reactants: N1=CC(=CC=C1)C1=NNC2=CC(=CC=C12)C=O (3-(pyridin-3-yl)-1H-indazole-6-carbaldehyde), CN1CCN(CC1)C1=NC=C(C=C1)B1OC(C(O1)(C)C)(C)C (1-methyl-4-(5-(4,4,5,5-tetramethyl-1,3,2-dioxa-borolan-2-yl)pyridin-2-yl)piperazine). Product: CN1CCN(CC1)C1=CC=C(C=N1)C1=NNC2=CC(=CC=C12)C=O (3-(6-(4-methylpiperazin-1-yl)pyridin-3-yl)-1H-indazole-6-carbaldehyde), solid. The yield is 99.0%. RXN SMILES: [N:1]1[CH:6]=[CH:5][CH:4]=[C:3]([C:7]2[C:15]3[C:10](=[CH:11][C:12]([CH:16]=[O:17])=[CH:13][CH:14]=3)[NH:9][N:8]=2)[CH:2]=1.[CH3:18][N:19]1[CH2:24][CH2:23][N:22](C2C=CC(B3OC(C)(C)C(C)(C)O3)=CN=2)[CH2:21][CH2:20]1>>[CH3:18][N:19]1[CH2:24][CH2:23][N:22]([C:6]2[N:1]=[CH:2][C:3]([C:7]3[C:15]4[C:10](=[CH:11][C:12]([CH:16]=[O:17])=[CH:13][CH:14]=4)[NH:9][N:8]=3)=[CH:4][CH:5]=2)[CH2:21][CH2:20]1. Reported procedure: According to the procedure for the synthesis of 3-(pyridin-3-yl)-1H-indazole-6-carbaldehyde, except substituting 1-methyl-4-(5-(4,4,5,5-tetramethyl-1,3,2-dioxa-borolan-2-yl)pyridin-2-yl)piperazine (67 mg, 0.22 mmol), the title compound was obtained as a beige solid (57 mg, 99%). 1H NMR (400 MHz, CD3OD) δ ppm 10.11 (s, 1H), 8.73 (d, J=2.3 Hz, 1H), 8.16 (dd, J=8.8, 2.3 Hz, 1H), 8.14 (s, 1H), 8.09 (d, J=8.3 Hz, 1H), 7.72 (d, J=8.5 Hz, 1H), 7.05 (d, J=8.8 Hz, 1H), 3.83-3.78 (m, 4H), 3.01 (t, J=5.0 H... Reactants: C=CCC(=O)O, ClCCl, c1cc(N2CCCC2)ccn1, OCCOc1ccc(Oc2ccccc2)cc1. Yields the product C=CCC(=O)OCCOc1ccc(Oc2ccccc2)cc1. As a reaction SMILES: [C:29]([CH2:30][CH:31]=[CH2:32])(=[O:33])[OH:34].[Cl:35][CH2:36][Cl:37].[N:1]1([c:2]2[cH:3][cH:4][n:5][cH:6][cH:7]2)[CH2:8][CH2:9][CH2:10][CH2:11]1.[O:12]([c:13]1[cH:14][cH:15][cH:16][cH:17][cH:18]1)[c:19]1[cH:20][cH:21][c:22]([O:23][CH2:24][CH2:25][OH:26])[cH:27][cH:28]1>>[O:12]([c:13]1[cH:14][cH:15][cH:16][cH:17][cH:18]1)[c:19]1[cH:20][cH:21][c:22]([O:23][CH2:24][CH2:25][O:26][C:29]([CH2:30][CH:31]=[CH2:32])=[O:33])[cH:27][cH:28]1. The reactants are COC(=S)c1cc(Br)c(C)s1, O=C([O-])[O-], CCc1ccc(N)cc1, [Cs+], [Cs+], CC(=O)[O-], CC(=O)[O-], [Pd+2]. Product: CCc1ccc(Nc2cc(C(=S)OC)sc2C)cc1. RXN SMILES: [Br:1][c:2]1[cH:3][c:4]([C:8](=[S:9])[O:10][CH3:11])[s:5][c:6]1[CH3:7].[C:12](=[O:13])([O-:14])[O-:15].[CH2:18]([CH3:19])[c:20]1[cH:21][cH:22][c:23]([NH2:24])[cH:25][cH:26]1.[Cs+:16].[Cs+:17].[O-:28][C:29]([CH3:30])=[O:31].[O-:32][C:33]([CH3:34])=[O:35].[Pd+2:27]>>[c:2]1([NH:24][c:23]2[cH:22][cH:21][c:20]([CH2:18][CH3:19])[cH:26][cH:25]2)[cH:3][c:4]([C:8](=[S:9])[O:10][CH3:11])[s:5][c:6]1[CH3:7]. Yields the product O=C1N(CCC1)CC(=O)NCC12CCCN2CCC1 (7a-(2-oxo-1-pyrrolidineacetamidomethyl)pyrrolizidine). Reaction conditions: temperature 80 celsius, time 6 hour. Procedure: A mixture consisting of 14.1 g (89.6 mmol) of methyl 2-oxo-1-pyrrolidineacetate and 11.4 g (81.4 mmol) of 7a-(aminomethyl)pyrrolizidine was heated and stirred for 6 hours at 80° C. under argon atmospher. After cooling, the reaction mixture was then solved with 1.0N-hydrochloric acid and extracted 3 times with dichloromethane. An aqueous layer was rendered alkaline by the addition of sodium hydroxide solution and extracted 3 times with dichloromethane followed by drying over anhydrous magnesium s... RXN SMILES: [O:1]=[C:2]1[CH2:6][CH2:5][CH2:4][N:3]1[CH2:7][C:8]([O:10]C)=O.[NH2:12][CH2:13][C:14]12[CH2:21][CH2:20][CH2:19][N:18]1[CH2:17][CH2:16][CH2:15]2.Cl>>[O:1]=[C:2]1[CH2:6][CH2:5][CH2:4][N:3]1[CH2:7][C:8]([NH:12][CH2:13][C:14]12[CH2:21][CH2:20][CH2:19][N:18]1[CH2:17][CH2:16][CH2:15]2)=[O:10]. Starting materials: O=C1N(CCC1)CC(=O)OC (methyl 2-oxo-1-pyrrolidineacetate), NCC12CCCN2CCC1 (7a-(aminomethyl)pyrrolizidine), Cl (hydrochloric acid). Reactants: NC=1C=C(C(=O)NC2=CC=C(C=C2)Br)C=CC1N (3,4-diamino-N-(4-bromo-phenyl)-benzamide), ClC1=C(C(=CC=C1)N=C=S)C(F)(F)F (1-chloro-3-isothiocyanato-2-trifluoromethyl-benzene), C1CCC(CC1)N=C=NC2CCCCC2 (DCC). Run in CN(C)C=O (DMF). The product is BrC1=CC=C(C=C1)NC(=O)C1=CC2=C(NC(=N2)NC2=C(C(=CC=C2)Cl)C(F)(F)F)C=C1 (2-(3-Chloro-2-trifluoromethyl-phenylamino)-1H-benzimidazole-5-carboxylic acid (4-bromo-phenyl)-amide). Reaction SMILES: [NH2:1][C:2]1[CH:3]=[C:4]([CH:15]=[CH:16][C:17]=1[NH2:18])[C:5]([NH:7][C:8]1[CH:13]=[CH:12][C:11]([Br:14])=[CH:10][CH:9]=1)=[O:6].[Cl:19][C:20]1[CH:25]=[CH:24][CH:23]=[C:22]([N:26]=[C:27]=S)[C:21]=1[C:29]([F:32])([F:31])[F:30].C1CCC(N=C=NC2CCCCC2)CC1>CN(C=O)C>[Br:14][C:11]1[CH:10]=[CH:9][C:8]([NH:7][C:5]([C:4]2[CH:15]=[CH:16][C:17]3[NH:18][C:27]([NH:26][C:22]4[CH:23]=[CH:24][CH:25]=[C:20]([Cl:19])[C:21]=4[C:29]([F:32])([F:30])[F:31])=[N:1][C:2]=3[CH:3]=2)=[O:6])=[CH:13][CH:12]=1. Procedure: Prepared analogously to example 106a from 3,4-diamino-N-(4-bromo-phenyl)-benzamide, 1-chloro-3-isothiocyanato-2-trifluoromethyl-benzene and DCC in DMF.